From a dataset of the Open Reaction Database (ORD), a public repository of structured organic reaction records. describe an organic reaction: reactants, conditions, products, and yield The reactants are ClC=1C=CC=2N=C(N=C(C2N1)NC1(CC1)C(F)(F)F)NCC1=CC=C(C=C1)S(=O)(=O)N (4-{[6-Chloro-4-(1-trifluoromethyl-cyclopropylamino)-pyrido[3,2-d]pyrimidin-2-ylamino]-methyl}benzenesulfonamide), C([O-])(O)=O.[Na+] (sodium bicarbonate), saturated aqueous solution, CS(=O)(=O)C=1C=C(C=CC1OC)B1OC(C(O1)(C)C)(C)C (2-(3-methanesulfonyl-4-methoxy-phenyl)-4,4,5,5-tetramethyl-[1,3,2]dioxaborolane), palladium tetrakistriphenylphosphine. Solvent: COCCOC (DME). Conditions: temperature 65 celsius. Product: CS(=O)(=O)C=1C=C(C=CC1OC)C=1C=CC=2N=C(N=C(C2N1)NC1(CC1)C(F)(F)F)NCC1=CC=C(C=C1)S(=O)(=O)N (4-{[6-(3-Methanesulfonyl-4-methoxy-phenyl)-4-(1-trifluoromethyl-cyclopropylamino)-pyrido[3,2-d]pyrimidin-2-ylamino]-methyl}-benzenesulfonamide). The yield is 39.1%. RXN SMILES: Cl[C:2]1[CH:3]=[CH:4][C:5]2[N:6]=[C:7]([NH:20][CH2:21][C:22]3[CH:27]=[CH:26][C:25]([S:28]([NH2:31])(=[O:30])=[O:29])=[CH:24][CH:23]=3)[N:8]=[C:9]([NH:12][C:13]3([C:16]([F:19])([F:18])[F:17])[CH2:15][CH2:14]3)[C:10]=2[N:11]=1.[CH3:32][S:33]([C:36]1[CH:37]=[C:38](B2OC(C)(C)C(C)(C)O2)[CH:39]=[CH:40][C:41]=1[O:42][CH3:43])(=[O:35])=[O:34].C(=O)(O)[O-].[Na+]>COCCOC>[CH3:32][S:33]([C:36]1[CH:37]=[C:38]([C:2]2[CH:3]=[CH:4][C:5]3[N:6]=[C:7]([NH:20][CH2:21][C:22]4[CH:27]=[CH:26][C:25]([S:28]([NH2:31])(=[O:30])=[O:29])=[CH:24][CH:23]=4)[N:8]=[C:9]([NH:12][C:13]4([C:16]([F:18])([F:19])[F:17])[CH2:15][CH2:14]4)[C:10]=3[N:11]=2)[CH:39]=[CH:40][C:41]=1[O:42][CH3:43])(=[O:34])=[O:35] |f:2.3|. Reported procedure: 4-{[6-Chloro-4-(1-trifluoromethyl-cyclopropylamino)-pyrido[3,2-d]pyrimidin-2-ylamino]-methyl}benzenesulfonamide (0.100 g, 0.23 mmol) was combined with 2-(3-methanesulfonyl-4-methoxy-phenyl)-4,4,5,5-tetramethyl-[1,3,2]dioxaborolane (0.091 g, 0.34 mmol, see Scheme 7), palladium tetrakistriphenylphosphine (0.013 g, 0.011 mmol) and sodium bicarbonate (1.5 mL of a saturated aqueous solution). The mixture was suspended in DME (3 mL) and heated to 65° C. for 1 h. Crude product was precipitated by the a...